This data is from the Open Reaction Database (ORD), a public repository of structured organic reaction records. The task is: describe an organic reaction: reactants, conditions, products, and yield Starting materials: S(O)(O)(=O)=O (sulphuric acid), C(#N)C(=CC(=O)[O-])C1=CC(=CC=C1)C.[K+] (potassium 3-cyano-3-(3-methylphenyl)-acrylate). Solvent: C(=O)O (formic acid). Yields the product CC=1C=C(C=CC1)C=1C(OC(C1)=O)=O ((3-methylphenyl)-furan-2,5-dione). Reaction SMILES: [C:1]([C:3]([C:8]1[CH:13]=[CH:12][CH:11]=[C:10]([CH3:14])[CH:9]=1)=[CH:4][C:5]([O-:7])=[O:6])#N.[K+].S(=O)(=O)(O)[OH:17]>C(O)=O>[CH3:14][C:10]1[CH:9]=[C:8]([C:3]2[C:1](=[O:17])[O:6][C:5](=[O:7])[CH:4]=2)[CH:13]=[CH:12][CH:11]=1 |f:0.1|. Procedure details: A suspension of potassium 3-cyano-3-(3-methylphenyl)-acrylate (0.69 g, 3 mmol), in 88% formic acid (14 ml) containing concentrated sulphuric acid (2 ml) was stirred at reflux and monitored by LC-MS until the starting material was consumed. The reaction mixture was cooled to room temperature and poured into ice/water. The resulting precipitate was recovered by filtration, washed with water (15 ml), heptane (15 ml) and air dried. Reaction SMILES: [OH:1][C@@H:2]([C@H:4]1[C:39](=[O:40])[N:6]2[C:7]([C:26]([O:28][CH2:29][C:30]3[CH:35]=[CH:34][C:33]([N+:36]([O-:38])=[O:37])=[CH:32][CH:31]=3)=[O:27])=[C:8](OP(C3C=CC=CC=3)(C3C=CC=CC=3)=O)[C@H:9]([CH3:10])[C@H:5]12)[CH3:3].[OH:41][CH:42]([C@@H:66]1[CH2:70][C@H:69]([SH:71])[CH2:68][N:67]1[C:72]([O:74][CH2:75][C:76]1[CH:81]=[CH:80][C:79]([N+:82]([O-:84])=[O:83])=[CH:78][CH:77]=1)=[O:73])[CH2:43][C:44]([N:46]1[CH2:50][CH2:49][C@H:48]([CH2:51][NH:52][C:53]([O:55][CH2:56][C:57]2[CH:62]=[CH:61][C:60]([N+:63]([O-:65])=[O:64])=[CH:59][CH:58]=2)=[O:54])[CH2:47]1)=[O:45]>>[OH:1][C@@H:2]([C@H:4]1[C:39](=[O:40])[N:6]2[C:7]([C:26]([O:28][CH2:29][C:30]3[CH:31]=[CH:32][C:33]([N+:36]([O-:38])=[O:37])=[CH:34][CH:35]=3)=[O:27])=[C:8]([S:71][C@@H:69]3[CH2:68][N:67]([C:72]([O:74][CH2:75][C:76]4[CH:77]=[CH:78][C:79]([N+:82]([O-:84])=[O:83])=[CH:80][CH:81]=4)=[O:73])[C@H:66]([CH:42]([OH:41])[CH2:43][C:44]([N:46]4[CH2:50][CH2:49][C@H:48]([CH2:51][NH:52][C:53]([O:55][CH2:56][C:57]5[CH:58]=[CH:59][C:60]([N+:63]([O-:65])=[O:64])=[CH:61][CH:62]=5)=[O:54])[CH2:47]4)=[O:45])[CH2:70]3)[C@H:9]([CH3:10])[C@H:5]12)[CH3:3]. Procedure details: By using 4-nitrobenzyl (1R,5R,6S)-6-[(1R)-1-hydroxyethyl]-1-methyl-2-(diphenylphosphoryloxy)-1-carbapen-2-em-3-carboxylate (199.5 mg) and (2S,4S)-2-[1-hydroxy-2-[(3R)-3-(4-nitrobenzyloxycarbonylaminomethyl)pyrrolidin-1-ylcarbonyl]ethyl]-4-mercapto-1-(4-nitrobenzyloxycarbonyl)pyrrolidine (202.3 mg), reaction and purification were carried out in a similar manner to that described in Example 40-(1), whereby 4-nitrobenzyl (1R,5S,6S)-6-[(1R)-1-hydroxyethyl]-2-[(2S,4S)-2-[1-hydroxy-2-[(3R)-3-(4-nitrob... Starting materials: O[C@H](C)[C@@H]1[C@@H]2N(C(=C([C@@H]2C)OP(=O)(C2=CC=CC=C2)C2=CC=CC=C2)C(=O)OCC2=CC=C(C=C2)[N+](=O)[O-])C1=O (4-nitrobenzyl (1R,5R,6S)-6-[(1R)-1-hydroxyethyl]-1-methyl-2-(diphenylphosphoryloxy)-1-carbapen-2-em-3-carboxylate), OC(CC(=O)N1C[C@H](CC1)CNC(=O)OCC1=CC=C(C=C1)[N+](=O)[O-])[C@H]1N(C[C@H](C1)S)C(=O)OCC1=CC=C(C=C1)[N+](=O)[O-] ((2S,4S)-2-[1-hydroxy-2-[(3R)-3-(4-nitrobenzyloxycarbonylaminomethyl)pyrrolidin-1-ylcarbonyl]ethyl]-4-mercapto-1-(4-nitrobenzyloxycarbonyl)pyrrolidine). Product: O[C@H](C)[C@@H]1[C@@H]2N(C(=C([C@@H]2C)S[C@H]2C[C@H](N(C2)C(=O)OCC2=CC=C(C=C2)[N+](=O)[O-])C(CC(=O)N2C[C@H](CC2)CNC(=O)OCC2=CC=C(C=C2)[N+](=O)[O-])O)C(=O)OCC2=CC=C(C=C2)[N+](=O)[O-])C1=O (4-nitrobenzyl (1R,5S,6S)-6-[(1R)-1-hydroxyethyl]-2-[(2S,4S)-2-[1-hydroxy-2-[(3R)-3-(4-nitrobenzyloxycarbonylaminomethyl)pyrrolidin-1-ylcarbonyl]ethyl]-1-(4-nitrobenzyloxycarbonyl)pyrrolidin-4-ylthio]-1-methyl-1-carbapen-2-em-3-carboxylate). The yield is 75.9%. Starting materials: C(C)(C)(C)OC(=O)N1CCC(CC1)C(C(=O)OCC)C(C)O (ethyl 2-(R/S)-(1-tert-butoxycarbonyl-piperidin-4-yl)-3-(R/S)-hydroxy-butanoate). Run in N1CCCCC1 (Piperidine). The product is C(C)(C)(C)OC(=O)N1CCC(CC1)C(C(=O)OCC)C(C)=O (Ethyl 2-(R/S)-(1-tert-butoxycarbonyl-piperidin-4-yl)-3-oxo-butanoate). As a reaction SMILES: [C:1]([O:5][C:6]([N:8]1[CH2:13][CH2:12][CH:11]([CH:14]([CH:20]([OH:22])[CH3:21])[C:15]([O:17][CH2:18][CH3:19])=[O:16])[CH2:10][CH2:9]1)=[O:7])([CH3:4])([CH3:3])[CH3:2]>N1CCCCC1>[C:1]([O:5][C:6]([N:8]1[CH2:13][CH2:12][CH:11]([CH:14]([C:20](=[O:22])[CH3:21])[C:15]([O:17][CH2:18][CH3:19])=[O:16])[CH2:10][CH2:9]1)=[O:7])([CH3:2])([CH3:3])[CH3:4]. Reported procedure: The title compound was prepared from ethyl 2-(R/S)-(1-tert-butoxycarbonyl-piperidin-4-yl)-3-(R/S)-hydroxy-butanoate (from Step A) using a procedure analogous to that described in Piperdine 8, Step D. 1H-NMR (500 MHz) δ 1.11–1.22 (m, 2H), 1.27 (t, J=7.0, 3H), 1.41 (s, 9H), 1.57–1.68 (m, 2H), 2.23 (s, 3H), 2.23–2.30 (m, 1H), 2.72 (br s, 2H), 3.27 (d, J=9.5, 1H), 4.09 (br s, 2H), 4.21 (q, J=7.0, 2H). Starting materials: CC1(OC(C(C(O1)=O)C(CCCCCC)=O)=O)C (2,2-dimethyl-5-(1-oxoheptyl)-1,3-dioxane-4,6-dione), OCCC#N (3-hydroxypropionitrile). Run in C1(=CC=CC=C1)C (toluene). Yields the product O1CC(CCCCCC1)C(=O)OCCC#N (2-Cyanoethyl 3-Oxonanoate). As a reaction SMILES: C[C:2]1([CH3:18])[O:7][C:6](=[O:8])[CH:5]([C:9](=O)[CH2:10][CH2:11][CH2:12][CH2:13][CH2:14]C)[C:4](=[O:17])O1.OCC[C:22]#[N:23]>C1(C)C=CC=CC=1>[O:17]1[CH2:14][CH2:13][CH2:12][CH2:11][CH2:10][CH2:9][CH:5]([C:6]([O:7][CH2:2][CH2:18][C:22]#[N:23])=[O:8])[CH2:4]1. Procedure: A mixture of 2,2-dimethyl-5-(1-oxoheptyl)-1,3-dioxane-4,6-dione (29.4 mmol) and 3-hydroxypropionitrile (4.48 g, 63.0 mmol) in 25 mL of dry toluene were heated at reflux temperature for 1 hour. The solvent was removed in vacuo, and the residue was chromatographed on silica gel to give the title compound as a viscous oil, which was used in the next step after spectral characterization. The yield is 44.0%. Run in C(Cl)Cl (CH2Cl2). Starting materials: C(C)(C)(C)OC(NC1=C(C=C(C(=C1)N(CCC)C)C(F)(F)F)NC(CC(C1=CC(=CC=C1)N1N=NC=C1)=O)=O)=O ({5-(methyl-propyl-amino)-2-[3-oxo-3-(3-[1,2,3]-triazol-1-yl-phenyl)-propionylamino]-4-trifluoromethyl-phenyl}-carbamic acid tert-butyl ester), C(=O)(C(F)(F)F)O (TFA). Reaction SMILES: C(OC(=O)[NH:7][C:8]1[CH:13]=[C:12]([N:14]([CH3:18])[CH2:15][CH2:16][CH3:17])[C:11]([C:19]([F:22])([F:21])[F:20])=[CH:10][C:9]=1[NH:23][C:24](=[O:39])[CH2:25][C:26](=O)[C:27]1[CH:32]=[CH:31][CH:30]=[C:29]([N:33]2[CH:37]=[CH:36][N:35]=[N:34]2)[CH:28]=1)(C)(C)C.C(O)(C(F)(F)F)=O>C(Cl)Cl>[CH3:18][N:14]([CH2:15][CH2:16][CH3:17])[C:12]1[C:11]([C:19]([F:20])([F:22])[F:21])=[CH:10][C:9]2[NH:23][C:24](=[O:39])[CH2:25][C:26]([C:27]3[CH:32]=[CH:31][CH:30]=[C:29]([N:33]4[CH:37]=[CH:36][N:35]=[N:34]4)[CH:28]=3)=[N:7][C:8]=2[CH:13]=1. Yields the product CN(C1=CC2=C(NC(CC(=N2)C2=CC(=CC=C2)N2N=NC=C2)=O)C=C1C(F)(F)F)CCC (7-(Methyl-propyl-amino)-4-(3-[1,2,3]triazol-1-yl-phenyl)-8-trifluoromethyl-1,3-dihydro-benzo[b][1,4]diazepin-2-one), solid. Reported procedure: The title compound was prepared from {5-(methyl-propyl-amino)-2-[3-oxo-3-(3-[1,2,3]-triazol-1-yl-phenyl)-propionylamino]-4-trifluoromethyl-phenyl}-carbamic acid tert-butyl ester (Example M118) (0.33 g, 0.59 mmol) by treatment with TFA in CH2Cl2 according to the general procedure N. Obtained as a light yellow solid (115 mg, 44%). The reactants are COc1ccc(Br)cc1F, [Mg], C1CCOC1. Product: [Br-], COc1ccc([Mg+])cc1F. Reaction SMILES: [F:2][c:3]1[cH:4][c:5]([Br:11])[cH:6][cH:7][c:8]1[O:9][CH3:10].[Mg:1].[O:12]1[CH2:13][CH2:14][CH2:15][CH2:16]1>>[Br-:11].[Mg+:1][c:5]1[cH:4][c:3]([F:2])[c:8]([O:9][CH3:10])[cH:7][cH:6]1.